Dataset: the Open Reaction Database (ORD), a public repository of structured organic reaction records. Task: describe an organic reaction: reactants, conditions, products, and yield Reactants: Cc1ccc(C(=O)O)c2ccccc12, Cc1cccc(N)c1C. Reagents/catalysts: CN(C)[P+](N(C)C)(N(C)C)ON1C2=CC=CC=C2N=N1.F[P-](F)(F)(F)(F)F (BOP), CCN(C(C)C)C(C)C (DIPEA). Run in CN(C)C=O (DMF), CN(C)C=O (DMF), CN(C)C=O (DMF), CN(C)C=O (DMF), CN(C)C=O (DMF), CN(C)C=O (DMF). Conditions: temperature 25 celsius, time 2 hour. The product is Cc1cccc(NC(=O)c2ccc(C)c3ccccc23)c1C. Yield: 47.4%. As a reaction SMILES: Cc1cccc(N)c1C.Cc1ccc(C(=O)O)c2ccccc12.CN(C)[P+](N(C)C)(N(C)C)ON1C2=CC=CC=C2N=N1.F[P-](F)(F)(F)(F)F.CCN(C(C)C)C(C)C.CN(C)C=O>>Cc1cccc(NC(=O)c2ccc(C)c3ccccc23)c1C. Reactants: [Al+3], CC(C)c1c(C(=O)O)c2cc(OC3CCCCO3)ccc2n1Cc1ccccc1, C1CCOC1, [H-], [H-], [H-], [H-], [Li+]. Product: CC(C)c1c(CO)c2cc(OC3CCCCO3)ccc2n1Cc1ccccc1. As a reaction SMILES: [Al+3:31].[CH2:1]([c:2]1[cH:3][cH:4][cH:5][cH:6][cH:7]1)[n:8]1[c:9]([CH:27]([CH3:28])[CH3:29])[c:10]([C:24](=[O:25])[OH:26])[c:11]2[cH:12][c:13]([O:17][CH:18]3[O:19][CH2:20][CH2:21][CH2:22][CH2:23]3)[cH:14][cH:15][c:16]12.[CH2:36]1[O:37][CH2:38][CH2:39][CH2:40]1.[H-:30].[H-:33].[H-:34].[H-:35].[Li+:32]>>[CH2:1]([c:2]1[cH:3][cH:4][cH:5][cH:6][cH:7]1)[n:8]1[c:9]([CH:27]([CH3:28])[CH3:29])[c:10]([CH2:24][OH:25])[c:11]2[cH:12][c:13]([O:17][CH:18]3[O:19][CH2:20][CH2:21][CH2:22][CH2:23]3)[cH:14][cH:15][c:16]12. Run in CN1CCCC1=O (NMP), CN1CCCC1=O (NMP). Run at temperature 100 celsius, time 10 minute. Starting materials: NC1=CC=CC(=C1C#N)F (6-amino-2-fluorobenzenecarbonitrile), O (H2O), OCCN1CCOCC1 (4-(Hydroxyethyl)morpholine), [H-].[Na+] (NaH). Product: NC1=CC=CC(=C1C#N)OCCN1CCOCC1 (6-Amino-2-(2-morpholin-4-ylethoxy)benzenecarbonitrile). Reaction SMILES: [OH:1][CH2:2][CH2:3][N:4]1[CH2:9][CH2:8][O:7][CH2:6][CH2:5]1.[H-].[Na+].[NH2:12][C:13]1[C:18]([C:19]#[N:20])=[C:17](F)[CH:16]=[CH:15][CH:14]=1.O>CN1C(=O)CCC1>[NH2:12][C:13]1[C:18]([C:19]#[N:20])=[C:17]([O:1][CH2:2][CH2:3][N:4]2[CH2:9][CH2:8][O:7][CH2:6][CH2:5]2)[CH:16]=[CH:15][CH:14]=1 |f:1.2|. Procedure details: 4-(Hydroxyethyl)morpholine (1.02 eq) was added to NaH (1.2 eq) in NMP. After 10 minutes, 6-amino-2-fluorobenzenecarbonitrile (1.0 eq) was added in NMP. The resulting mixture was heated at 100° C. for 1 hour. The mixture was then cooled and poured into H2O. The aqueous layer was extracted with EtOAc. The combined organic layers were washed with brine, dried over Na2SO4, filtered, and concentrated in vacuo to a yield a brown gum. The crude material was purified by silica gel chromatography (5:1:95... Product: FC=1C=C(CC2OC2)C=CC1OC ((RS)-2-(3-Fluoro-4-methoxy-benzyl)-oxirane). Reported procedure: 4-Allyl-2-fluoro-1-methoxy benzene (1.2 g, 7.22 mmol) was dissolved in CH2Cl2 (35 ml) and treated successively with buffer pH=7.95 (35 ml, NaH2PO4 --Na2HPO4) and m-chloroperbenzoic acid 70% (2.2 g, 9 mmol). Reaction mixture was stirred at room temperature for 63 hours. The aqueous phase was extracted with CH2Cl2 (4×30 ml), combined organic phases were washed with sat. NaHCO3 (50 ml), dried over Na2SO4 and concentrated. The residue was chromatographed over siliga gel (hexan-ethyl acetate 9:1) to ... Reactants: NaH2PO4, Na2HPO4, ClC1=CC(=CC=C1)C(=O)OO (m-chloroperbenzoic acid), C(C=C)C1=CC(=C(C=C1)OC)F (4-Allyl-2-fluoro-1-methoxy benzene). Reaction conditions: time 63 hour. Reaction SMILES: [CH2:1]([C:4]1[CH:9]=[CH:8][C:7]([O:10][CH3:11])=[C:6]([F:12])[CH:5]=1)[CH:2]=[CH2:3].ClC1C=CC=C(C(OO)=[O:21])C=1>C(Cl)Cl>[F:12][C:6]1[CH:5]=[C:4]([CH:9]=[CH:8][C:7]=1[O:10][CH3:11])[CH2:1][CH:2]1[CH2:3][O:21]1. Isolated yield 37.3%. The solvent is C(Cl)Cl (CH2Cl2). The reactants are CC(C)(C)OC(=O)N1CCC(CCO)CC1, CSc1nc(Cl)c(C(=O)NCc2ccccc2)c(Cl)n1, C1CCOC1, CC(C)(C)[O-], [K+]. Yields the product CSc1nc(Cl)c(C(=O)NCc2ccccc2)c(OCCC2CCN(C(=O)OC(C)(C)C)CC2)n1. Reaction SMILES: [C:27]([CH3:28])([CH3:29])([CH3:30])[O:31][C:32](=[O:33])[N:34]1[CH2:35][CH2:36][CH:37]([CH2:40][CH2:41][OH:42])[CH2:38][CH2:39]1.[CH2:1]([c:2]1[cH:3][cH:4][cH:5][cH:6][cH:7]1)[NH:8][C:9](=[O:10])[c:11]1[c:12]([Cl:20])[n:13][c:14]([S:18][CH3:19])[n:15][c:16]1[Cl:17].[CH2:43]1[O:44][CH2:45][CH2:46][CH2:47]1.[CH3:21][C:22]([CH3:23])([O-:24])[CH3:25].[K+:26]>>[CH2:1]([c:2]1[cH:3][cH:4][cH:5][cH:6][cH:7]1)[NH:8][C:9](=[O:10])[c:11]1[c:12]([Cl:20])[n:13][c:14]([S:18][CH3:19])[n:15][c:16]1[O:42][CH2:41][CH2:40][CH:37]1[CH2:36][CH2:35][N:34]([C:32]([O:31][C:27]([CH3:28])([CH3:29])[CH3:30])=[O:33])[CH2:39][CH2:38]1.